From a dataset of the Open Reaction Database (ORD), a public repository of structured organic reaction records. describe an organic reaction: reactants, conditions, products, and yield Reactants: C1CCOC1, CO, CCOC(=O)c1cnc(N2CCC(NC(=O)c3nc(Cl)c(CC)[nH]3)C(OCC(F)F)C2)s1, [Li+], [OH-]. Reaction SMILES: [CH2:37]1[O:38][CH2:39][CH2:40][CH2:41]1.[CH3:35][OH:36].[Cl:1][c:2]1[n:3][c:4]([C:9](=[O:10])[NH:11][CH:12]2[CH:13]([O:28][CH2:29][CH:30]([F:31])[F:32])[CH2:14][N:15]([c:18]3[s:19][c:20]([C:23](=[O:24])[O:25][CH2:26][CH3:27])[cH:21][n:22]3)[CH2:16][CH2:17]2)[nH:5][c:6]1[CH2:7][CH3:8].[Li+:33].[OH-:34]>>[Cl:1][c:2]1[n:3][c:4]([C:9](=[O:10])[NH:11][CH:12]2[CH:13]([O:28][CH2:29][CH:30]([F:31])[F:32])[CH2:14][N:15]([c:18]3[s:19][c:20]([C:23](=[O:24])[OH:25])[cH:21][n:22]3)[CH2:16][CH2:17]2)[nH:5][c:6]1[CH2:7][CH3:8]. Product: CCc1[nH]c(C(=O)NC2CCN(c3ncc(C(=O)O)s3)CC2OCC(F)F)nc1Cl.